Dataset: the Open Reaction Database (ORD), a public repository of structured organic reaction records. Task: describe an organic reaction: reactants, conditions, products, and yield Run in C1=CC=CC=C1 (benzene), C1CCOC1 (THF). Reported procedure: A solution of 10.7 g (0.038 mol) of 4-cyano-3,4-diphenylbutyryl chloride in 30 ml of benzene was added over a 45 minute period to a stirred solution of 6.5 g (0.076 mol) of 2-butyn-1,4-diol and 3.4 ml of pyridine in 100 ml of THF at 0°. The reaction mixture was stirred for 24 hours at room temperature in a flask equipped with a Drierite tube. The solution was poured into 50 ml of water and the layers were separated. Two 60-ml ether extractions of the aqueous layer were combined with the THF laye... Reactants: O (water), C(#N)C(C(CC(=O)Cl)C1=CC=CC=C1)C1=CC=CC=C1 (4-cyano-3,4-diphenylbutyryl chloride), C(C#CCO)O (2-butyn-1,4-diol), N1=CC=CC=C1 (pyridine). Product: C(#N)C(C(CC(=O)OCC#CCO)C1=CC=CC=C1)C1=CC=CC=C1 (4-Hydroxy-2-butynyl 4-Cyano-3,4-diphenylbutyrate). Reaction conditions: time 24 hour. RXN SMILES: [C:1]([CH:3]([C:15]1[CH:20]=[CH:19][CH:18]=[CH:17][CH:16]=1)[CH:4]([C:9]1[CH:14]=[CH:13][CH:12]=[CH:11][CH:10]=1)[CH2:5][C:6](Cl)=[O:7])#[N:2].[CH2:21]([OH:26])[C:22]#[C:23][CH2:24][OH:25].N1C=CC=CC=1.O>C1C=CC=CC=1.C1COCC1>[C:1]([CH:3]([C:15]1[CH:20]=[CH:19][CH:18]=[CH:17][CH:16]=1)[CH:4]([C:9]1[CH:14]=[CH:13][CH:12]=[CH:11][CH:10]=1)[CH2:5][C:6]([O:25][CH2:24][C:23]#[C:22][CH2:21][OH:26])=[O:7])#[N:2]. Starting materials: CCOc1ccc(OB([O-])[O-])cc1, COC(=O)C1=Cc2cc(Br)ccc2S(=O)(=O)CC1, O=C([O-])[O-], CCO, [K+], [K+], O, Cc1ccccc1. Product: CCOc1ccc(-c2ccc3c(c2)C=C(C(=O)OC)CCS3(=O)=O)cc1. Reaction SMILES: [B:19]([O-:20])([O-:30])[O:31][c:21]1[cH:22][cH:23][c:24]([O:27][CH2:28][CH3:29])[cH:25][cH:26]1.[Br:1][c:2]1[cH:3][cH:4][c:5]2[c:6]([cH:18]1)[CH:7]=[C:8]([C:14](=[O:15])[O:16][CH3:17])[CH2:9][CH2:10][S:11]2(=[O:12])=[O:13].[C:32](=[O:33])([O-:34])[O-:35].[CH2:39]([OH:40])[CH3:41].[K+:36].[K+:37].[OH2:38].[c:42]1([CH3:43])[cH:44][cH:45][cH:46][cH:47][cH:48]1>>[c:2]1(-[c:21]2[cH:22][cH:23][c:24]([O:27][CH2:28][CH3:29])[cH:25][cH:26]2)[cH:3][cH:4][c:5]2[c:6]([cH:18]1)[CH:7]=[C:8]([C:14](=[O:15])[O:16][CH3:17])[CH2:9][CH2:10][S:11]2(=[O:12])=[O:13]. Reactants: CCOC(C)=O, ClCc1ccccc1, O=Cc1ccc(F)cc1O, [K+], [K+], O=C([O-])[O-], CN(C)C=O, O. Yields the product O=Cc1ccc(F)cc1OCc1ccccc1. Reaction SMILES: [CH3:25][CH2:26][O:27][C:28]([CH3:29])=[O:30].[Cl:11][CH2:12][c:13]1[cH:14][cH:15][cH:16][cH:17][cH:18]1.[F:1][c:2]1[cH:3][c:4]([OH:10])[c:5]([CH:6]=[O:7])[cH:8][cH:9]1.[K+:19].[K+:20].[O-:21][C:22]([O-:23])=[O:24].[O:32]=[CH:33][N:34]([CH3:35])[CH3:36].[OH2:31]>>[F:1][c:2]1[cH:3][c:4]([O:10][CH2:12][c:13]2[cH:14][cH:15][cH:16][cH:17][cH:18]2)[c:5]([CH:6]=[O:7])[cH:8][cH:9]1. The reactants are CC(=O)O, CC(=O)OC(C)=O, COC(=O)c1ccc(OC)c(OCCCl)c1, O, O=[N+]([O-])O. The product is COC(=O)c1cc(OCCCl)c(OC)cc1[N+](=O)[O-]. As a reaction SMILES: [CH3:1][C:2](=[O:3])[OH:4].[CH3:5][C:6]([O:7][C:8](=[O:9])[CH3:10])=[O:11].[Cl:12][CH2:13][CH2:14][O:15][c:16]1[cH:17][c:18]([C:19](=[O:20])[O:21][CH3:22])[cH:23][cH:24][c:25]1[O:26][CH3:27].[OH2:32].[OH:28][N+:29]([O-:30])=[O:31]>>[Cl:12][CH2:13][CH2:14][O:15][c:16]1[cH:17][c:18]([C:19](=[O:20])[O:21][CH3:22])[c:23]([N+:29](=[O:28])[O-:30])[cH:24][c:25]1[O:26][CH3:27]. Reactants: C(C)(=O)OCC(=O)Cl (acetyloxyacetyl chloride), CN(C1=CC=CC=C1)C (N,N-Dimethylaniline), NC=1C(=NC(=CC1Cl)C)Cl (3-amino-2,4-dichloro-6-methylpyridine), O (water). Yields the product ClC1=NC(=CC(=C1NC(COC(C)=O)=O)Cl)C (N-[2,4-dichloro-6-methylpyridin-3-yl]-2-acetyloxyacetamide). Reaction SMILES: CN(C)C1C=CC=CC=1.[NH2:10][C:11]1[C:12]([Cl:19])=[N:13][C:14]([CH3:18])=[CH:15][C:16]=1[Cl:17].O.[C:21]([O:24][CH2:25][C:26](Cl)=[O:27])(=[O:23])[CH3:22]>C(Cl)(Cl)Cl>[Cl:19][C:12]1[C:11]([NH:10][C:26](=[O:27])[CH2:25][O:24][C:21](=[O:23])[CH3:22])=[C:16]([Cl:17])[CH:15]=[C:14]([CH3:18])[N:13]=1. Isolated yield 84.4%. Run in C(Cl)(Cl)Cl (chloroform), C(Cl)(Cl)Cl (chloroform). Reaction conditions: temperature 23 celsius, time 18 hour. Procedure: N,N-Dimethylaniline (142.4 g, 1,175 mmol) was added to a solution of 3-amino-2,4-dichloro-6-methylpyridine (130.0 g, 734 mmol) in chloroform (910 mL). Under cooling with water, a solution of acetyloxyacetyl chloride (150.4 g, 1,102 mmol) in chloroform (390 mL) was added dropwise thereto over 30 minutes while the temperature of the reaction mixture was maintained at 19 to 27° C., followed by stirring at room temperature overnight (18 hours). After HPLC was performed to confirm that starting mater... Reactants: ClCC1=C(C=CC=C1)C1=CC=CC=C1 (2-chloromethyl-biphenyl), C(Cl)Cl (CH2Cl2), FC(C=1C=C(C=C(C1)C(F)(F)F)CO)(F)F ((3,5-bis-trifluoromethyl-phenyl)-methanol), O (H2O). Solvent: CN(C=O)C (N,N-dimethylformamide), CN(C=O)C (N,N-dimethylformamide), [Cl-].[Na+].O (brine). Run at time 1 hour. Product: FC(C=1C=C(COCC2=C(C=CC=C2)C2=CC=CC=C2)C=C(C1)C(F)(F)F)(F)F (2-(3,5-bis-trifluoromethyl-benzyloxymethyl)-biphenyl). The yield is 48.7%. As a reaction SMILES: [F:1][C:2]([F:16])([F:15])[C:3]1[CH:4]=[C:5]([CH2:13][OH:14])[CH:6]=[C:7]([C:9]([F:12])([F:11])[F:10])[CH:8]=1.Cl[CH2:18][C:19]1[CH:24]=[CH:23][CH:22]=[CH:21][C:20]=1[C:25]1[CH:30]=[CH:29][CH:28]=[CH:27][CH:26]=1.O.C(Cl)Cl>CN(C)C=O.[Cl-].[Na+].O>[F:1][C:2]([F:15])([F:16])[C:3]1[CH:4]=[C:5]([CH:6]=[C:7]([C:9]([F:10])([F:11])[F:12])[CH:8]=1)[CH2:13][O:14][CH2:18][C:19]1[CH:24]=[CH:23][CH:22]=[CH:21][C:20]=1[C:25]1[CH:30]=[CH:29][CH:28]=[CH:27][CH:26]=1 |f:5.6.7|. Reported procedure: To a solution of 1.53 g (6.26 mmol)(3,5-bis-trifluoromethyl-phenyl)-methanol in 15 ml N,N-dimethylformamide 0.30 g (7.52 mmol) sodiumhydride (60% dispersion in mineral oil) was added and the reaction mixture was stirred for 1 hr. After the addition of 1.27 g (6.26 mmol) 2-chloromethyl-biphenyl in 5 ml N,N-dimethylformamide at 0°, the reaction mixture was stirred for 3 hrs. at RT. The reaction mixture was distributed between 50 ml H2O, 50 ml brine and 50 ml CH2Cl2. The phases were separated, the ... The reactants are CCOC(=O)C1=C(O)c2cc(OC)c(Br)cc2C2(CCOCC2)C1=O, CCN(C(C)C)C(C)C, Cl, CC(C)(C)OC(=O)CN, C1COCCO1. The product is COc1cc2c(cc1Br)C1(CCOCC1)C(=O)C(C(=O)NCC(=O)OC(C)(C)C)=C2O. As a reaction SMILES: [Br:1][c:2]1[c:3]([O:24][CH3:25])[cH:4][c:5]2[c:10]([cH:11]1)[C:9]1([C:8](=[O:17])[C:7]([C:18](=[O:19])[O:20][CH2:21][CH3:22])=[C:6]2[OH:23])[CH2:12][CH2:13][O:14][CH2:15][CH2:16]1.[CH:36]([N:37]([CH2:38][CH3:39])[CH:40]([CH3:41])[CH3:42])([CH3:43])[CH3:44].[ClH:26].[NH2:27][CH2:28][C:29](=[O:30])[O:31][C:32]([CH3:33])([CH3:34])[CH3:35].[O:45]1[CH2:46][CH2:47][O:48][CH2:49][CH2:50]1>>[Br:1][c:2]1[c:3]([O:24][CH3:25])[cH:4][c:5]2[c:10]([cH:11]1)[C:9]1([C:8](=[O:17])[C:7]([C:18](=[O:19])[NH:27][CH2:28][C:29](=[O:30])[O:31][C:32]([CH3:33])([CH3:34])[CH3:35])=[C:6]2[OH:23])[CH2:12][CH2:13][O:14][CH2:15][CH2:16]1. Starting materials: ClC=1C=NC=C(C1)C#C (3-chloro-5-ethynylpyridine), FC1=C(C=C(C=C1)I)C(F)(F)F (1-fluoro-4-iodo-2-trifluoromethylbenzene). Reagents/catalysts: C1([P]([Pd][P](C2=CC=CC=C2)(C3=CC=CC=C3)C4=CC=CC=C4)(C5=CC=CC=C5)C6=CC=CC=C6)=CC=CC=C1 (bis(triphenylphosphine)palladium), [Cu]I (copper (I) iodide). Run in C(C)N(CC)CC (triethylamine). Run at temperature 70 celsius. Yields the product ClC=1C=NC=C(C1)C#CC1=CC(=C(C=C1)F)C(F)(F)F (3-Chloro-5-(4-fluoro-3-trifluoromethylphenylethynyl)-pyridine). Isolated yield 87.6%. RXN SMILES: [Cl:1][C:2]1[CH:3]=[N:4][CH:5]=[C:6]([C:8]#[CH:9])[CH:7]=1.[F:10][C:11]1[CH:16]=[CH:15][C:14](I)=[CH:13][C:12]=1[C:18]([F:21])([F:20])[F:19]>C(N(CC)CC)C.C1(C=CC=CC=1)[P](C1C=CC=CC=1)(C1C=CC=CC=1)[Pd][P](C1C=CC=CC=1)(C1C=CC=CC=1)C1C=CC=CC=1.[Cu]I>[Cl:1][C:2]1[CH:3]=[N:4][CH:5]=[C:6]([C:8]#[C:9][C:14]2[CH:15]=[CH:16][C:11]([F:10])=[C:12]([C:18]([F:21])([F:20])[F:19])[CH:13]=2)[CH:7]=1 |^1:34,48|. Reported procedure: Sequentially add 3-chloro-5-ethynylpyridine, (prepared as described in PREPARATION 27), (300 mg, 2.2 mmol), (bis(triphenylphosphine)palladium (II) dichloride (69 mg, 0.10 mmol), and copper (I) iodide (38 mg, 0.198 mmol) to a solution of 1-fluoro-4-iodo-2-trifluoromethylbenzene (575 mg, 1.98 mmol) in triethylamine (4 mL) under nitrogen. Heat at 70° C. for 2.5 h and concentrate. Purify the residue by silica gel chromatography, eluting from 0:100 to 20:80 using ethyl acetate:hexanes, to give the ti...